Dataset: the Open Reaction Database (ORD), a public repository of structured organic reaction records. Task: describe an organic reaction: reactants, conditions, products, and yield The reactants are IC=1C(=CC(=C(C1)C1=CC=NN1C1=CC(=CC=C1)C)OC)OC (5-[5-iodo-2,4-dimethoxyphenyl]1-(3-methylphenyl)-1H-pyrazole), CC(=C)CC (2-methyl-1-butene), CCOCC (ether). Product: CC(CC=1C(=CC(=C(C1)C1=CC=NN1C1=CC(=CC=C1)C)O)O)CC (5-{5-(2-methylbutyl)-2,4-dihydroxyphenyl}-1-(3-methylphenyl)-1H-pyrazole). As a reaction SMILES: IC1[C:3]([O:22]C)=[CH:4][C:5]([O:20]C)=[C:6]([C:8]2[N:12]([C:13]3[CH:18]=[CH:17][CH:16]=[C:15]([CH3:19])[CH:14]=3)[N:11]=[CH:10][CH:9]=2)[CH:7]=1.[CH3:24][C:25]([CH2:27][CH3:28])=[CH2:26].[CH3:29]COCC>>[CH3:26][CH:25]([CH2:24][CH3:29])[CH2:27][C:28]1[C:3]([OH:22])=[CH:4][C:5]([OH:20])=[C:6]([C:8]2[N:12]([C:13]3[CH:18]=[CH:17][CH:16]=[C:15]([CH3:19])[CH:14]=3)[N:11]=[CH:10][CH:9]=2)[CH:7]=1. Procedure: 12.4 Analogous reaction of 5-[5-iodo-2,4-dimethoxyphenyl]1-(3-methylphenyl)-1H-pyrazole with 2-methyl-1-butene, hydrogenation and ether cleavage gives the compound 5-{5-(2-methylbutyl)-2,4-dihydroxyphenyl}-1-(3-methylphenyl)-1H-pyrazole. The reactants are CC(C)S(=O)(=O)CC1CC(N(C(=O)[O-])C(C)(C)C)CCC1NC(=O)OCc1ccccc1, CCOC(C)=O, Cl, C1COCCO1. The product is Cl, CC(C)S(=O)(=O)CC1CC(N)CCC1NC(=O)OCc1ccccc1. As a reaction SMILES: [C:1]([N:5]([C:2](=[O:3])[O-:4])[CH:9]1[CH2:10][CH:11]([CH2:26][S:27](=[O:28])(=[O:29])[CH:30]([CH3:31])[CH3:32])[CH:12]([NH:15][C:16](=[O:17])[O:18][CH2:19][c:20]2[cH:21][cH:22][cH:23][cH:24][cH:25]2)[CH2:13][CH2:14]1)([CH3:6])([CH3:7])[CH3:8].[CH3:34][CH2:35][O:36][C:37](=[O:38])[CH3:39].[ClH:33].[O:40]1[CH2:41][CH2:42][O:43][CH2:44][CH2:45]1>>[ClH:33].[NH2:5][CH:9]1[CH2:10][CH:11]([CH2:26][S:27](=[O:28])(=[O:29])[CH:30]([CH3:31])[CH3:32])[CH:12]([NH:15][C:16](=[O:17])[O:18][CH2:19][c:20]2[cH:21][cH:22][cH:23][cH:24][cH:25]2)[CH2:13][CH2:14]1. The reactants are C(C)(=O)OC(C)=O (Acetic acid anhydride), OC1=C(N=NC(=C1)C1=CC=C(C=C1)OC)C1=C(C(=O)O)C=CC=C1 (2-[4-hydroxy-6-(4-methoxyphenyl)-3-pyridaziny]benzoic acid). Run in C1(=CC=CC=C1)C (toluene). Yields the product COC1=CC=C(C=C1)C1=CC2=C(N=N1)C1=C(C(O2)=O)C=CC=C1 (3-(4-methoxyphenyl)-6H-[2]-benzopyrano[4,3-c]pyridazin-6-one). Yield: 92.0%. RXN SMILES: C(OC(=O)C)(=O)C.O[C:9]1[CH:14]=[C:13]([C:15]2[CH:20]=[CH:19][C:18]([O:21][CH3:22])=[CH:17][CH:16]=2)[N:12]=[N:11][C:10]=1[C:23]1[CH:31]=[CH:30][CH:29]=[CH:28][C:24]=1[C:25]([OH:27])=[O:26]>C1(C)C=CC=CC=1>[CH3:22][O:21][C:18]1[CH:19]=[CH:20][C:15]([C:13]2[N:12]=[N:11][C:10]3[C:23]4[CH:31]=[CH:30][CH:29]=[CH:28][C:24]=4[C:25](=[O:27])[O:26][C:9]=3[CH:14]=2)=[CH:16][CH:17]=1. Procedure details: Acetic acid anhydride (100 ml), 2-[4-hydroxy-6-(4-methoxyphenyl)-3-pyridaziny]benzoic acid (11 g, 0.0342 mol) and toluene (100 ml) are reacted in a 250 ml flask; oil bath about 130° C. When the reaction is completed, the mixture toluene/acetic acid is distilled off at 96-108° C. (about 100 ml/1.5 hours). The acetic acid anhydride is eliminated under vacuum, the residue is taken up with methylene chloride (250 ml), washed with 5% aqueous sodium bicarbonate and then with water up to neutrality. TH... Reactants: COC(=O)Cn1c(=O)n(C)c(=O)c2c1nc(N1CCN(C(=O)OC(C)(C)C)CC1)n2-c1ccccc1Cl, CO, Cl, [Na+], [OH-]. The product is Cn1c(=O)c2c(nc(N3CCN(C(=O)OC(C)(C)C)CC3)n2-c2ccccc2Cl)n(C=C=O)c1=O. Reaction SMILES: [C:1]([CH3:2])([CH3:3])([CH3:4])[O:5][C:6](=[O:7])[N:8]1[CH2:9][CH2:10][N:11]([c:14]2[n:15][c:16]3[n:17]([CH2:33][C:34](=[O:35])[O:36][CH3:37])[c:18](=[O:32])[n:19]([CH3:31])[c:20](=[O:30])[c:21]3[n:22]2-[c:23]2[c:24]([Cl:29])[cH:25][cH:26][cH:27][cH:28]2)[CH2:12][CH2:13]1.[CH3:41][OH:42].[ClH:40].[Na+:39].[OH-:38]>>[C:1]([CH3:2])([CH3:3])([CH3:4])[O:5][C:6](=[O:7])[N:8]1[CH2:9][CH2:10][N:11]([c:14]2[n:15][c:16]3[n:17]([CH:33]=[C:34]=[O:35])[c:18](=[O:32])[n:19]([CH3:31])[c:20](=[O:30])[c:21]3[n:22]2-[c:23]2[c:24]([Cl:29])[cH:25][cH:26][cH:27][cH:28]2)[CH2:12][CH2:13]1. Reactants: C1CCOC1, COC(=O)Cc1cncn1Cc1ccc(C#N)cc1, Cl. The product is N#Cc1ccc(Cn2cncc2CC(=O)O)cc1. As a reaction SMILES: [CH2:21]1[O:22][CH2:23][CH2:24][CH2:25]1.[CH3:1][O:2][C:3]([CH2:4][c:5]1[cH:6][n:7][cH:8][n:9]1[CH2:10][c:11]1[cH:12][cH:13][c:14]([C:17]#[N:18])[cH:15][cH:16]1)=[O:19].[ClH:20]>>[O:2]=[C:3]([CH2:4][c:5]1[cH:6][n:7][cH:8][n:9]1[CH2:10][c:11]1[cH:12][cH:13][c:14]([C:17]#[N:18])[cH:15][cH:16]1)[OH:19]. Starting materials: Cc1cc(Br)ccc1O, COC(CBr)OC, CS(C)=O, [K+], [OH-], O. Product: COC(COc1ccc(Br)cc1C)OC. As a reaction SMILES: [Br:1][c:2]1[cH:3][c:4]([CH3:9])[c:5]([OH:8])[cH:6][cH:7]1.[CH3:10][O:11][CH:12]([CH2:13][Br:14])[O:15][CH3:16].[CH3:20][S:21]([CH3:22])=[O:23].[K+:18].[OH-:17].[OH2:19]>>[Br:1][c:2]1[cH:3][c:4]([CH3:9])[c:5]([O:8][CH2:13][CH:12]([O:11][CH3:10])[O:15][CH3:16])[cH:6][cH:7]1. Starting materials: C(C)(C)(C)C=1C=C(C(=O)O)C=C(C1O)C(C)(C)C (3,5-di-tert.-butyl-4-hydroxybenzoic acid), C(=O)(N1C=NC=C1)N1C=NC=C1 (1,1'-carbonyldiimidazole), O[C@H]1C(N(C2=C(S[C@H]1C1=CC=C(C=C1)OC)C1=CC=CC=C1C=C2)CCN(C)C)=O ((±)-cis-2,3-dihydro-3-hydroxy-2-(4-methoxyphenyl)-5-[2-(dimethylamino)ethyl]naphtho[1,2-b][1,4]thiazepin-4(5H)-one). Run in O1CCCC1 (tetrahydrofuran). Conditions: time 30 minute. Yields the product S1C2=C(NC(C=C1)=O)C=CC1=CC=CC=C12 (naphtho[1,2-b][1,4]thiazepin-4(5H)-one). As a reaction SMILES: C(C1C=C(C=C(C(C)(C)C)C=1O)C(O)=O)(C)(C)C.C(N1C=CN=C1)(N1C=CN=C1)=O.O[C@@H:32]1[C@H:38](C2C=CC(OC)=CC=2)[S:37][C:36]2[C:47]3[C:52]([CH:53]=[CH:54][C:35]=2[N:34](CCN(C)C)[C:33]1=[O:60])=[CH:51][CH:50]=[CH:49][CH:48]=3>O1CCCC1>[S:37]1[CH:38]=[CH:32][C:33](=[O:60])[NH:34][C:35]2[CH:54]=[CH:53][C:52]3[C:47]([C:36]1=2)=[CH:48][CH:49]=[CH:50][CH:51]=3. Procedure details: A mixture of 1.35 g (0.00054 mol) of 3,5-di-tert.-butyl-4-hydroxybenzoic acid and 0.9 g (0.0054 mol) of 1,1'-carbonyldiimidazole in 20 ml of dry tetrahydrofuran was stirred at room temperature for 30 minutes. To the above mixture 1.3 g (0.00031 mol) of (±)-cis-2,3-dihydro-3-hydroxy-2-(4-methoxyphenyl)-5-[2-(dimethylamino)ethyl]naphtho[1,2-b][1,4]thiazepin-4(5H)-one was added and stirred at room temperature for 17 hours then at reflux for 7 hours. After cooling the solids were filtered and the fi... Starting materials: N(=NC(=O)OC(C)C)C(=O)OC(C)C (diisopropyl azodicarboxylate), [N+](=O)([O-])C1=C(C2=C(C=N1)C=CO2)O (6-nitrofuro[3,2-c]pyridin-7-ol), ClC=1C=CC=2N(N1)C(=NN2)CO ((6-chloro[1,2,4]triazolo[4,3-b]pyridazin-3-yl)methanol), C1(=CC=CC=C1)P(C1=CC=CC=C1)C1=CC=CC=C1 (triphenylphosphine). Reagents/catalysts: Cl (HCl), [Fe] (iron). Solvent: C1CCOC1 (THF), CCO (EtOH). Run at temperature 40 celsius. Product: ClC=1C=CC=2N(N1)C(=NN2)COC=2C1=C(C=NC2N)C=CO1 (7-[(6-Chloro[1,2,4]triazolo[4,3-b]pyridazin-3-yl)methoxy]furo[3,2-c]pyridin-6-amine). Reaction SMILES: [N+:1]([C:4]1[N:9]=[CH:8][C:7]2[CH:10]=[CH:11][O:12][C:6]=2[C:5]=1[OH:13])([O-])=O.[Cl:14][C:15]1[CH:16]=[CH:17][C:18]2[N:19]([C:21]([CH2:24]O)=[N:22][N:23]=2)[N:20]=1.C1(P(C2C=CC=CC=2)C2C=CC=CC=2)C=CC=CC=1.N(C(OC(C)C)=O)=NC(OC(C)C)=O>Cl.[Fe].CCO.C1COCC1>[Cl:14][C:15]1[CH:16]=[CH:17][C:18]2[N:19]([C:21]([CH2:24][O:13][C:5]3[C:6]4[O:12][CH:11]=[CH:10][C:7]=4[CH:8]=[N:9][C:4]=3[NH2:1])=[N:22][N:23]=2)[N:20]=1. Reported procedure: To a mixture of 6-nitrofuro[3,2-c]pyridin-7-ol (50.0 mg, 0.278 mmol), (6-chloro[1,2,4]triazolo[4,3-b]pyridazin-3-yl)methanol (102 mg, 0.555 mmol), triphenylphosphine (191 mg, 1.11 mmol) and THF (10 mL) under nitrogen at rt was added diisopropyl azodicarboxylate (0.219 mL, 1.11 mmol) dropwise. The solution was heated to 40° C. for 2 h. The solvent was removed in vacuo, and EtOH (20 mL), iron powder (200 mg, 3 mmol) and conc. HCl (8 drops) were added. The mixture was heated to 75° C. for 1 h. The ... Reactants: CCCCC(O)CO, Cc1ccccc1, O=Cc1ccccc1, CC1(C)C2CCC1(CS(=O)(=O)O)C(=O)C2. Product: CCCCC1COC(c2ccccc2)O1. Reaction SMILES: [CH2:9]([CH:10]([CH2:11][CH2:12][CH2:13][CH3:14])[OH:15])[OH:16].[CH3:32][c:33]1[cH:34][cH:35][cH:36][cH:37][cH:38]1.[CH:1](=[O:2])[c:3]1[cH:4][cH:5][cH:6][cH:7][cH:8]1.[O:17]=[S:18](=[O:19])([OH:20])[CH2:21][C:22]12[CH2:23][CH2:24][CH:25]([C:26]1([CH3:27])[CH3:28])[CH2:29][C:30]2=[O:31]>>[CH:1]1([c:3]2[cH:4][cH:5][cH:6][cH:7][cH:8]2)[O:2][CH2:9][CH:10]([CH2:11][CH2:12][CH2:13][CH3:14])[O:15]1. Reactants: CN(S(=O)(=O)C1=C(C=CC=C1)S(=O)(=O)N=C=O)C (2-(N,N-dimethylsulfamoyl)-benzenesulfonyl isocyanate), NCC1=NC(=NC(=N1)OC)OC (2-aminomethyl-4,6-dimethoxy-1,3,5-triazine). Run in C(C)#N (acetonitrile). Conditions: time 15 hour. Product: COC1=NC(=NC(=N1)OC)CNC(=O)NS(=O)(=O)C=1C(=CC=CC1)S(=O)(=O)N(C)C (N'-[(4,6-dimethoxy-1,3,5-triazin-2-yl)methylaminocarbonyl]-N,N-dimethyl-1,2-benzenedisulfonamide). The yield is 61.2%. As a reaction SMILES: [CH3:1][N:2]([CH3:18])[S:3]([C:6]1[CH:11]=[CH:10][CH:9]=[CH:8][C:7]=1[S:12]([N:15]=[C:16]=[O:17])(=[O:14])=[O:13])(=[O:5])=[O:4].[NH2:19][CH2:20][C:21]1[N:26]=[C:25]([O:27][CH3:28])[N:24]=[C:23]([O:29][CH3:30])[N:22]=1>C(#N)C>[CH3:28][O:27][C:25]1[N:24]=[C:23]([O:29][CH3:30])[N:22]=[C:21]([CH2:20][NH:19][C:16]([NH:15][S:12]([C:7]2[C:6]([S:3]([N:2]([CH3:18])[CH3:1])(=[O:4])=[O:5])=[CH:11][CH:10]=[CH:9][CH:8]=2)(=[O:13])=[O:14])=[O:17])[N:26]=1. Procedure: A solution of 1.3 g of 2-(N,N-dimethylsulfamoyl)-benzenesulfonyl isocyanate in 25 ml of dry acetonitrile was treated at room temperature with 0.58 g of the product from Example 4. The resulting suspension was heated to 50°-55° C. for 11/2 hours and was then stirred at room temperature for an additional 15 hours. The solution was filtered and the collected solid washed well with 1-chlorobutane and then dried to yield 0.96 g of N'-[(4,6-dimethoxy-1,3,5-triazin-2-yl)methylaminocarbonyl]-N,N-dimethy...